This data is from the Open Reaction Database (ORD), a public repository of structured organic reaction records. The task is: describe an organic reaction: reactants, conditions, products, and yield The reactants are FC=1C=C(C(=O)NC2=CC=C(C3=CC=CC=C23)OC2=NC(=NC=C2)S(=O)(=O)C)C=C(C1)N1CCOCC1 (3-fluoro-N-(4-{[2-(methylsulfonyl)pyrimidin-4-yl]oxy}-1-naphthyl)-5-morpholin-4-ylbenzamide), C1(CCC1)N (cyclobutylamine). Yields the product C1(CCC1)NC1=NC=CC(=N1)OC1=CC=C(C2=CC=CC=C12)NC(C1=CC(=CC(=C1)N1CCOCC1)F)=O (N-(4-{[2-(Cyclobutylamino)pyrimidin-4-yl]oxy}-1-naphthyl)-3-fluoro-5-morpholin-4-ylbenzamide). RXN SMILES: [F:1][C:2]1[CH:3]=[C:4]([CH:29]=[C:30]([N:32]2[CH2:37][CH2:36][O:35][CH2:34][CH2:33]2)[CH:31]=1)[C:5]([NH:7][C:8]1[C:17]2[C:12](=[CH:13][CH:14]=[CH:15][CH:16]=2)[C:11]([O:18][C:19]2[CH:24]=[CH:23][N:22]=[C:21](S(C)(=O)=O)[N:20]=2)=[CH:10][CH:9]=1)=[O:6].[CH:38]1([NH2:42])[CH2:41][CH2:40][CH2:39]1>>[CH:38]1([NH:42][C:21]2[N:20]=[C:19]([O:18][C:11]3[C:12]4[C:17](=[CH:16][CH:15]=[CH:14][CH:13]=4)[C:8]([NH:7][C:5](=[O:6])[C:4]4[CH:29]=[C:30]([N:32]5[CH2:37][CH2:36][O:35][CH2:34][CH2:33]5)[CH:31]=[C:2]([F:1])[CH:3]=4)=[CH:9][CH:10]=3)[CH:24]=[CH:23][N:22]=2)[CH2:41][CH2:40][CH2:39]1. Reported procedure: Compound is prepared from 3-fluoro-N-(4-{[2-(methylsulfonyl)pyrimidin-4-yl]oxy}-1-naphthyl)-5-morpholin-4-ylbenzamide and cyclobutylamine according to conditions described in general procedure C. Mp: 110-112° C.; 1H NMR (400 MHz, CDCl3) δ 1.63 (s, 2 H), 1.73-1.80 (m, 2 H), 2.42 (s, 2 H), 3.19-3.29 (m, 4 H), 3.79-3.92 (m, 4 H), 4.30 (s, 1 H), 5.27 (s, 1 H), 6.08 (s, 1 H), 6.75-6.78 (m, 1 H), 7.05 (d, J=7.6 Hz, 1 H), 7.24-7.26 m, 1 H), 7.32 (s, 1 H), 7.47-7.57 (m, 2 H), 7.88-8.02 (m, 3 H), 8.16 (m...